The task is: describe an organic reaction: reactants, conditions, products, and yield. This data is from the Open Reaction Database (ORD), a public repository of structured organic reaction records. The reactants are Oc1ccc(Cc2cc(Br)ccc2Cl)cc1, O=C([O-])[O-], CN(C)C=O, CCOC(C)=O, Cl, [Cs+], [Cs+], Cc1ccc(S(=O)(=O)OC2COC2)cc1, O. Product: Clc1ccc(Br)cc1Cc1ccc(OC2COC2)cc1. Reaction SMILES: [Br:1][c:2]1[cH:3][cH:4][c:5]([Cl:16])[c:6]([CH2:7][c:8]2[cH:9][cH:10][c:11]([OH:14])[cH:12][cH:13]2)[cH:15]1.[C:17](=[O:18])([O-:19])[O-:20].[CH3:39][N:40]([CH3:41])[CH:42]=[O:43].[CH3:44][CH2:45][O:46][C:47](=[O:48])[CH3:49].[ClH:38].[Cs+:21].[Cs+:22].[O:23]1[CH2:24][CH:25]([O:27][S:28]([c:29]2[cH:30][cH:31][c:32]([CH3:33])[cH:34][cH:35]2)(=[O:36])=[O:37])[CH2:26]1.[OH2:50]>>[Br:1][c:2]1[cH:3][cH:4][c:5]([Cl:16])[c:6]([CH2:7][c:8]2[cH:9][cH:10][c:11]([O:14][CH:25]3[CH2:24][O:23][CH2:26]3)[cH:12][cH:13]2)[cH:15]1. Starting materials: CCS(=O)(=O)Cl, CCn1c(-c2ccc(N)cc2)c(C#N)c2ccc(OC(F)(F)F)cc21, O, c1ccncc1. Product: CCn1c(-c2ccc(NS(=O)(=O)CC)cc2)c(C#N)c2ccc(OC(F)(F)F)cc21. Reaction SMILES: [CH2:26]([CH3:27])[S:28](=[O:29])(=[O:30])[Cl:31].[NH2:1][c:2]1[cH:3][cH:4][c:5](-[c:8]2[n:9]([CH2:24][CH3:25])[c:10]3[cH:11][c:12]([O:19][C:20]([F:21])([F:22])[F:23])[cH:13][cH:14][c:15]3[c:16]2[C:17]#[N:18])[cH:6][cH:7]1.[OH2:38].[cH:32]1[cH:33][cH:34][n:35][cH:36][cH:37]1>>[NH:1]([c:2]1[cH:3][cH:4][c:5](-[c:8]2[n:9]([CH2:24][CH3:25])[c:10]3[cH:11][c:12]([O:19][C:20]([F:21])([F:22])[F:23])[cH:13][cH:14][c:15]3[c:16]2[C:17]#[N:18])[cH:6][cH:7]1)[S:28]([CH2:26][CH3:27])(=[O:29])=[O:30]. Reactants: [Cl-], ClCC1CO1, [Na+], [Na+], [Na+], [OH-], O, O=S([O-])S(=O)(=O)[O-]. The product is [Na+], O=S(=O)([O-])CC(O)CCl. As a reaction SMILES: [Cl-:17].[Cl:10][CH2:11][CH:12]1[CH2:13][O:14]1.[Na+:16].[Na+:8].[Na+:9].[OH-:15].[OH2:18].[S:1](=[O:2])(=[O:3])([O-:4])[S:5]([O-:6])=[O:7]>>[Na+:8].[S:1](=[O:2])(=[O:3])([O-:4])[CH2:13][CH:12]([CH2:11][Cl:10])[OH:14]. Starting materials: BrC1=CC=C(C=C1)SCC(=O)O ((4-bromophenylthio)acetic acid), Cl (hydrochloric acid), [Cl-].[Al+3].[Cl-].[Cl-] (aluminum chloride), S(=O)(Cl)Cl (thionyl chloride). Run in ClCCl (dichloromethane), O (water), ClCCl (dichloromethane), CN(C=O)C (N,N-dimethylformamide). Run at temperature 20 celsius, time 1.5 hour. Product: BrC=1C=CC2=C(C(CS2)O)C1 (5-bromo-2,3-dihydro-1-benzothiophen-3-ol). The yield is 83.0%. As a reaction SMILES: [Br:1][C:2]1[CH:7]=[CH:6][C:5]([S:8][CH2:9][C:10]([OH:12])=O)=[CH:4][CH:3]=1.S(Cl)(Cl)=O.[Cl-].[Al+3].[Cl-].[Cl-].Cl>O.ClCCl.CN(C)C=O>[Br:1][C:2]1[CH:7]=[CH:6][C:5]2[S:8][CH2:9][CH:10]([OH:12])[C:4]=2[CH:3]=1 |f:2.3.4.5|. Procedure: To dichloromethane (750 mL) suspension of 250 g of (4-bromophenylthio)acetic acid were added 2.5 mL of N,N-dimethylformamide and 132 g of thionyl chloride, which was then refluxed for 1 hour. After cooling the reaction mixture to 20° C., thereto was dropwise added dichloromethane (1500 mL) suspension of 148 g of aluminum chloride at 5 to 15° C., which was then stirred at 15 to 25° C. for 1.5 hours. Next, this reaction mixture was added dropwise to a mixed solution of 1310 mL of water and 188 mL ... Starting materials: NC(C(=O)N)C(=O)N (2-aminomalonamide), [OH-].[Na+] (sodium hydroxide), Cl (hydrochloric acid), C(C=O)(=O)OCC (ethyl glyoxalate), [OH-].[Na+] (sodium hydroxide). Solvent: O (water). Run at time 40 minute. Product: OC=1C(=NC=C(N1)O)C(=O)N (3,5-dihydroxy-2-pyrazinecarboxamide). Isolated yield 23.0%. Reaction SMILES: [NH2:1][CH:2]([C:6]([NH2:8])=[O:7])[C:3]([NH2:5])=[O:4].[C:9](OCC)(=O)[CH:10]=[O:11].[OH-].[Na+].Cl>O>[OH:4][C:3]1[C:2]([C:6]([NH2:8])=[O:7])=[N:1][CH:9]=[C:10]([OH:11])[N:5]=1 |f:2.3|. Reported procedure: In 2.1 mL of water is suspended 0.5 g of 2-aminomalonamide. Under ice-cooling, 0.43 g of ethyl glyoxalate is added to the suspension, which is then stirred for 40 minutes. Then, 0.85 mL of 5 mol/mL sodium hydroxide is added to the resulting suspension, which is then stirred at the same temperature as above for 40 minutes. The reaction mixture is adjusted to pH 12 by adding 1 mol/L sodium hydroxide, and once made into a solution. The solution is then adjusted to pH 2 by adding 6 mol/mL hydrochlor...